Dataset: the Open Reaction Database (ORD), a public repository of structured organic reaction records. Task: describe an organic reaction: reactants, conditions, products, and yield The reactants are white solid, BrC1=NC=C(C=C1NS(=O)(=O)C1=CC(=C(C=C1)Cl)CC)Cl (N-(2-bromo-5-chloro-pyridin-3-yl)-4-chloro-3-ethyl-benzenesulfonamide), C([O-])([O-])=O.[K+].[K+] (potassium carbonate), COCCl (methoxymethyl chloride). The solvent is C1CCOC1 (THF). Yields the product BrC1=NC=C(C=C1N(S(=O)(=O)C1=CC(=C(C=C1)Cl)CC)COC)Cl (N-(2-Bromo-5-chloro-pyridin-3-yl)-4-chloro-3-ethyl-N-methoxymethyl-benzenesulfonamide). Reaction SMILES: [Br:1][C:2]1[C:7]([NH:8][S:9]([C:12]2[CH:17]=[CH:16][C:15]([Cl:18])=[C:14]([CH2:19][CH3:20])[CH:13]=2)(=[O:11])=[O:10])=[CH:6][C:5]([Cl:21])=[CH:4][N:3]=1.C(=O)([O-])[O-].[K+].[K+].[CH3:28][O:29][CH2:30]Cl>C1COCC1>[Br:1][C:2]1[C:7]([N:8]([CH2:28][O:29][CH3:30])[S:9]([C:12]2[CH:17]=[CH:16][C:15]([Cl:18])=[C:14]([CH2:19][CH3:20])[CH:13]=2)(=[O:11])=[O:10])=[CH:6][C:5]([Cl:21])=[CH:4][N:3]=1 |f:1.2.3|. Reported procedure: Prepared from 2.35 g (5.73 mmol) of N-(2-bromo-5-chloro-pyridin-3-yl)-4-chloro-3-ethyl-benzenesulfonamide, 2.76 g of potassium carbonate and 1.3 mL of methoxymethyl chloride in 10 mL THF using procedure x. Yield: 980 mg of a white solid. LC-MSD, m/z for C15H15BrCl2N2O3S [M+H]+=452.9, 454.9, 456.9 The reactants are CO, O=[N+]([O-])c1cc(Cl)c2[nH]ccc2c1. Yields the product Nc1cc(Cl)c2[nH]ccc2c1. Reaction SMILES: [CH3:14][OH:15].[Cl:1][c:2]1[cH:3][c:4]([N+:11]([O-:12])=[O:13])[cH:5][c:6]2[cH:7][cH:8][nH:9][c:10]12>>[Cl:1][c:2]1[cH:3][c:4]([NH2:11])[cH:5][c:6]2[cH:7][cH:8][nH:9][c:10]12.